Dataset: the Open Reaction Database (ORD), a public repository of structured organic reaction records. Task: describe an organic reaction: reactants, conditions, products, and yield The reactants are [N+](=[N-])=C (diazomethane), CCOCC (ether), N1(CCCCC1)CCCOC1=CC=2C(C3=CC(=CC=C3C2C=C1)OCCCN1CCCCC1)=O (2,7-bis(3-piperidinopropoxy)fluoren-9-one), CO (methanol). The product is COC=1C2=CC(=CC=C2C=2C=CC(=CC2C1)OCCCN1CCCCC1)OCCCN1CCCCC1 (9-methoxy-2,7-bis(3-piperidinopropoxy)phenanthrene). RXN SMILES: [N:1]1([CH2:7][CH2:8][CH2:9][O:10][C:11]2[CH:23]=[CH:22][C:21]3[C:20]4[C:15](=[CH:16][C:17]([O:24][CH2:25][CH2:26][CH2:27][N:28]5[CH2:33][CH2:32][CH2:31][CH2:30][CH2:29]5)=[CH:18][CH:19]=4)[C:14](=O)[C:13]=3[CH:12]=2)[CH2:6][CH2:5][CH2:4][CH2:3][CH2:2]1.[N+](=[CH2:37])=[N-].CCOCC.[CH3:43][OH:44]>>[CH3:43][O:44][C:14]1[C:15]2[C:20]([C:21]3[CH:22]=[CH:23][C:11]([O:10][CH2:9][CH2:8][CH2:7][N:1]4[CH2:2][CH2:3][CH2:4][CH2:5][CH2:6]4)=[CH:12][C:13]=3[CH:37]=1)=[CH:19][CH:18]=[C:17]([O:24][CH2:25][CH2:26][CH2:27][N:28]1[CH2:33][CH2:32][CH2:31][CH2:30][CH2:29]1)[CH:16]=2. Reported procedure: A solution of 4.7 g (0.01 mole) of 2,7-bis(3-piperidinopropoxy)fluoren-9-one in methanol is stirred and treated with approximately 0.085 mole of diazomethane by co-distillation with ether into the reaction mixture at a temperature of -15° to -31° C. The reaction mixture is allowed to warm slowly to room temperature overnight. The volatile materials are removed on the steam bath in vacuo and the residue triturated with pentane to induce crystallization. The resulting solid is dissolved in a mixtu... Reactants: C(C)(C)(C)OC(=O)N1[C@H]([C@H](CCC1)NCC1=C(C=CC(=C1)C(C#CC)(C)C)OC)C1=CC=CC=C1 ((2S,3S)-1-tert-Butoxycarbonyl-3-[5-(1,1-dimethyl-2-butynyl)-2-methoxybenzyl]amino-2-phenylpiperidine), Cl.CO (HCl MeOH). Run in CCOC(=O)C (AcOEt). Conditions: time 18 hour. Yields the product Cl.Cl.CC(C#CC)(C)C=1C=CC(=C(CN[C@@H]2[C@@H](NCCC2)C2=CC=CC=C2)C1)OC ((2S,3S)-3-[5-(1,1-Dimethyl-2-butynyl)-2-methoxybenzyl]amino-2-phenylpiperidine Dihydrochloride). Isolated yield 78.0%. Reaction SMILES: C(OC([N:8]1[CH2:13][CH2:12][CH2:11][C@H:10]([NH:14][CH2:15][C:16]2[CH:21]=[C:20]([C:22]([CH3:27])([CH3:26])[C:23]#[C:24][CH3:25])[CH:19]=[CH:18][C:17]=2[O:28][CH3:29])[C@@H:9]1[C:30]1[CH:35]=[CH:34][CH:33]=[CH:32][CH:31]=1)=O)(C)(C)C.[ClH:36].CO>CCOC(C)=O>[ClH:36].[ClH:36].[CH3:27][C:22]([C:20]1[CH:19]=[CH:18][C:17]([O:28][CH3:29])=[C:16]([CH:21]=1)[CH2:15][NH:14][C@H:10]1[CH2:11][CH2:12][CH2:13][NH:8][C@H:9]1[C:30]1[CH:35]=[CH:34][CH:33]=[CH:32][CH:31]=1)([CH3:26])[C:23]#[C:24][CH3:25] |f:1.2,4.5.6|. Procedure details: To a solution of Compound 56 (73 mg, 0.15 mmol) in AcOEt (6 ml) was added an excess amount of 10% HCl-MeOH (3 ml), and stirred for 18 h. After the solvent was evaporated in vacuo, the residual solid was recrystallized from MeOH-ether to give Compound 57 (48 mg, 78%) as a white solid. Starting materials: CCO, Cc1c(C(=O)O)cccc1[N+](=O)[O-]. Product: Cc1c(N)cccc1C(=O)O. RXN SMILES: [CH3:14][CH2:15][OH:16].[CH3:1][c:2]1[c:3]([C:4](=[O:5])[OH:6])[cH:7][cH:8][cH:9][c:10]1[N+:11]([O-:12])=[O:13]>>[CH3:1][c:2]1[c:3]([C:4](=[O:5])[OH:6])[cH:7][cH:8][cH:9][c:10]1[NH2:11]. Reactants: ClC1=C2C=CC=NC2=C(C=N1)CC=1C=NC(=CC1)OC (5-chloro-8-[(6-methoxy-pyridin-3-yl)-methyl]-[1,6]naphthyridine), ClC1=C2C=CC=NC2=C(C=N1)CC=1C=NC(=CC1)Cl (5-chloro-8-[(6-chloro-pyridin-3-yl)-methyl]-[1,6]naphthyridine), FC(C=1C=C(N)C=CC1)(F)F (3-trifluoromethyl-aniline), Cl.O1CCOCC1 (HCl dioxane). Solvent: C(C)O (ethanol), CCOC(=O)C (EtOAc), O1CCOCC1 (dioxane), C(=O)([O-])[O-].[Na+].[Na+] (Na2CO3). Run at temperature 70 celsius, time 14 hour. The product is FC(C=1C=C(NC2=C3C=CC=NC3=C(C=N2)CC=2C=NC(=CC2)O)C=CC1)(F)F (5-(3-trifluoromethyl-anilino)-8-[(6-hydroxy-pyridin-3-yl)-methyl]-[1,6]naphthyridine). As a reaction SMILES: Cl[C:2]1[N:11]=[CH:10][C:9]([CH2:12][C:13]2[CH:14]=[N:15][C:16]([O:19]C)=[CH:17][CH:18]=2)=[C:8]2[C:3]=1[CH:4]=[CH:5][CH:6]=[N:7]2.ClC1N=CC(CC2C=NC(Cl)=CC=2)=C2C=1C=CC=N2.[F:40][C:41]([F:50])([F:49])[C:42]1[CH:43]=[C:44]([CH:46]=[CH:47][CH:48]=1)[NH2:45].Cl.O1CCOCC1>C([O-])([O-])=O.[Na+].[Na+].C(O)C.CCOC(C)=O.O1CCOCC1>[F:40][C:41]([F:49])([F:50])[C:42]1[CH:43]=[C:44]([CH:46]=[CH:47][CH:48]=1)[NH:45][C:2]1[N:11]=[CH:10][C:9]([CH2:12][C:13]2[CH:14]=[N:15][C:16]([OH:19])=[CH:17][CH:18]=2)=[C:8]2[C:3]=1[CH:4]=[CH:5][CH:6]=[N:7]2 |f:3.4,5.6.7|. Reported procedure: Under a N2 atmosphere, 146 mg (0.5 mmol) of 5-chloro-8-[(6-methoxy-pyridin-3-yl)-methyl]-[1,6]naphthyridine (contains a little 5-chloro-8-[(6-chloro-pyridin-3-yl)-methyl]-[1,6]naphthyridine as an impurity) in 2.0 ml of tbutanol/dioxane 1:5 are mixed with 160 mg (1 mmol) of 3-trifluoromethyl-aniline and 0.12 ml of 4 N HCl/dioxane and stirred for 14 h at 70° C. The cooled reaction mixture is dissolved in diluted Na2CO3 solution and EtOAc whilst adding ethanol. The water phase is separated and extr... The reactants are C(C)OC(=O)C=1NC2=CC=CC=C2C1CN(C=1N=NN(N1)C)CC1=CC(=CC(=C1)C(F)(F)F)C(F)(F)F (3-{[(3,5-bis-trifluoromethyl-benzyl)-(2-methyl-2H-tetrazol-5-yl)-amino]-methyl}-1H-indole-2-carboxylic acid ethyl ester), [H-].[Na+] (NaH), C(C)I (Ethyl iodide). Run in CN(C)C=O (DMF). Conditions: time 15 minute. The product is C(C)OC(=O)C=1N(C2=CC=CC=C2C1CN(C=1N=NN(N1)C)CC1=CC(=CC(=C1)C(F)(F)F)C(F)(F)F)CC (3-{[(3,5-bis-trifluoromethyl-benzyl)-(2-methyl-2H-tetrazol-5-yl)-amino]-methyl}-1-ethyl-1H-indole-2-carboxylic acid ethyl ester). The yield is 75.9%. As a reaction SMILES: [H-].[Na+].[CH2:3]([O:5][C:6]([C:8]1[NH:9][C:10]2[C:15]([C:16]=1[CH2:17][N:18]([CH2:25][C:26]1[CH:31]=[C:30]([C:32]([F:35])([F:34])[F:33])[CH:29]=[C:28]([C:36]([F:39])([F:38])[F:37])[CH:27]=1)[C:19]1[N:20]=[N:21][N:22]([CH3:24])[N:23]=1)=[CH:14][CH:13]=[CH:12][CH:11]=2)=[O:7])[CH3:4].[CH2:40](I)[CH3:41]>CN(C=O)C>[CH2:3]([O:5][C:6]([C:8]1[N:9]([CH2:40][CH3:41])[C:10]2[C:15]([C:16]=1[CH2:17][N:18]([CH2:25][C:26]1[CH:31]=[C:30]([C:32]([F:33])([F:34])[F:35])[CH:29]=[C:28]([C:36]([F:39])([F:38])[F:37])[CH:27]=1)[C:19]1[N:20]=[N:21][N:22]([CH3:24])[N:23]=1)=[CH:14][CH:13]=[CH:12][CH:11]=2)=[O:7])[CH3:4] |f:0.1|. Procedure: To a suspension of NaH (0.01 g, 0.38 mmol) in DMF (5 mL) was added 3-{[(3,5-bis-trifluoromethyl-benzyl)-(2-methyl-2H-tetrazol-5-yl)-amino]-methyl}-1H-indole-2-carboxylic acid ethyl ester (0.1 g, 0.19 mmol), obtained in step (vi) of Example 124, at 0° C., and stirred for 15 min. Ethyl iodide (0.09 g, 1.08 mmol) was added to this at the same temperature and this reaction was stirred for 1 h. The aqueous layer was extracted with ethyl acetate (3×20 mL). The combined organic layers were washed with ... The reactants are O1C(CCCC1)N1N=C(C2=CC(=CC=C12)C1=NN(C=N1)C(C1=CC=CC=C1)(C1=CC=CC=C1)C1=CC=CC=C1)/C=C/C1=CC=C(C=C1)OC ((1E)-2-{1-perhydro-2H-pyran-2-yl-5-[1-(triphenylmethyl)(1,2,4-triazol-3-yl)](1H-indazol-3-yl)}vinyl-4-methoxybenzene), commercial solution, O1CCOCC1 (dioxane). Run in Cl (HCl), Cl (HCl). The product is N1N=C(N=C1)C=1C=C2C(=NNC2=CC1)/C=C/C1=CC=CC(=C1)OC ((1E)-2-(5-(1H-1,2,4-Triazol-3-yl)((1H-indazol-3-yl))vinyl]-4-methoxybenzene). Isolated yield 17.4%. Reaction SMILES: O1CCCCC1[N:7]1[C:15]2[C:10](=[CH:11][C:12]([C:16]3[N:20]=[CH:19][N:18](C(C4C=CC=CC=4)(C4C=CC=CC=4)C4C=CC=CC=4)[N:17]=3)=[CH:13][CH:14]=2)[C:9](/[CH:40]=[CH:41]/[C:42]2C=C[C:45](OC)=[CH:44][CH:43]=2)=[N:8]1.O1[CH2:55][CH2:54][O:53][CH2:52]C1>Cl>[NH:18]1[CH:19]=[N:20][C:16]([C:12]2[CH:11]=[C:10]3[C:15](=[CH:14][CH:13]=2)[NH:7][N:8]=[C:9]3/[CH:40]=[CH:41]/[C:42]2[CH:55]=[C:54]([O:53][CH3:52])[CH:45]=[CH:44][CH:43]=2)=[N:17]1. Reported procedure: Hydrolysis was performed by stirring 1-((1E)-2-{1-perhydro-2H-pyran-2-yl-5-[1-(triphenylmethyl)(1,2,4-triazol-3-yl)](1H-indazol-3-yl)}vinyl-4-methoxybenzene in 4 mL of 4.0 N commercial solution of HCl in dioxane and 2 mL of 6.0 N aqueous HCl at room temperature for 6.5 hours. A mixture of 2 isomers was isolated after purification by preparative HPLC (3% of the minor isomer) (0.014 g, 17.4% yield) 1H NMR (DMSO-d6) δ 8.8 (s, 1H), 8.55 (s, 1H), 8.15 (d, 1H), 7.7 (t, 3H), 7.5 (d. 2H), 7.0 (d, 2H), 3...